This data is from the Open Reaction Database (ORD), a public repository of structured organic reaction records. The task is: describe an organic reaction: reactants, conditions, products, and yield The reactants are C[Si](C)(C)[Si](C)(C)C, Cc1ccccc1, C=CCOC1CN(C(=O)OCC)CCC1NC(=O)c1[nH]c(C)c(Cl)c1Cl, I, [Na+], [Na+], O=S([O-])([O-])=S. Product: C=CCOC1CNCCC1NC(=O)c1[nH]c(C)c(Cl)c1Cl. RXN SMILES: [CH3:28][Si:29]([CH3:30])([CH3:31])[Si:32]([CH3:33])([CH3:34])[CH3:35].[CH3:43][c:44]1[cH:45][cH:46][cH:47][cH:48][cH:49]1.[Cl:1][c:2]1[c:3]([C:9](=[O:10])[NH:11][CH:12]2[CH:13]([O:23][CH2:24][CH:25]=[CH2:26])[CH2:14][N:15]([C:18]([O:19][CH2:20][CH3:21])=[O:22])[CH2:16][CH2:17]2)[nH:4][c:5]([CH3:8])[c:6]1[Cl:7].[I:27].[Na+:41].[Na+:42].[S:36]([O-:37])([O-:38])(=[O:39])=[S:40]>>[Cl:1][c:2]1[c:3]([C:9](=[O:10])[NH:11][CH:12]2[CH:13]([O:23][CH2:24][CH:25]=[CH2:26])[CH2:14][NH:15][CH2:16][CH2:17]2)[nH:4][c:5]([CH3:8])[c:6]1[Cl:7].